describe an organic reaction: reactants, conditions, products, and yield From a dataset of the Open Reaction Database (ORD), a public repository of structured organic reaction records. The solvent is C(Cl)Cl (CH2Cl2), C(Cl)Cl (CH2Cl2), C(Cl)Cl (CH2Cl2). Yields the product ClC=1SC2=C(N1)C=CC(=C2)NC(=O)C2=CC=C(C=C2)C2=CC=C(C=C2)F (4′-Fluoro-biphenyl-4-carboxylic acid (2-chloro-benzothiazol-6-yl)-amide). Reaction SMILES: C(Cl)(=O)C(Cl)=O.[F:7][C:8]1[CH:13]=[CH:12][C:11]([C:14]2[CH:19]=[CH:18][C:17]([C:20]([OH:22])=O)=[CH:16][CH:15]=2)=[CH:10][CH:9]=1.[Cl:23][C:24]1[S:25][C:26]2[CH:32]=[C:31]([NH2:33])[CH:30]=[CH:29][C:27]=2[N:28]=1.N1C=CC=CC=1>CN(C=O)C.C(Cl)Cl>[Cl:23][C:24]1[S:25][C:26]2[CH:32]=[C:31]([NH:33][C:20]([C:17]3[CH:16]=[CH:15][C:14]([C:11]4[CH:10]=[CH:9][C:8]([F:7])=[CH:13][CH:12]=4)=[CH:19][CH:18]=3)=[O:22])[CH:30]=[CH:29][C:27]=2[N:28]=1. The yield is 92.5%. Reactants: FC1=CC=C(C=C1)C1=CC=C(C=C1)C(=O)O (4′-fluoro-biphenyl-4-carboxylic acid), ClC=1SC2=C(N1)C=CC(=C2)N (2-chloro-benzothiazol-6-ylamine), N1=CC=CC=C1 (pyridine), C(C(=O)Cl)(=O)Cl (oxalyl chloride). Reaction conditions: time 3 hour. Reagents/catalysts: CN(C)C=O (DMF). Procedure details: Add oxalyl chloride (10 mL, 114.6 mmol) and DMF (4 drops) to a stirring suspension of 4′-fluoro-biphenyl-4-carboxylic acid (4.9 g, 22.7 mmol) in CH2Cl2 (150 mL). Stir the reaction mixture at room temperature for 3 h. Concentrate the mixture in vacuo, add n-hexane, re-concentrate, and re-dissolve in CH2Cl2. Add the resultant 4′-fluoro-biphenyl-4-carbonyl chloride solution to a mixture of 2-chloro-benzothiazol-6-ylamine (3.31 g, 17.9 mmol) and pyridine (3.0 mL) in CH2Cl2 (150 mL). Stir the reactio...